Dataset: the Open Reaction Database (ORD), a public repository of structured organic reaction records. Task: describe an organic reaction: reactants, conditions, products, and yield Starting materials: CCOC(=O)c1ccc(-c2ccccc2)cc1OCC, CCO, Cl, [Na+], [OH-]. The product is CCOc1cc(-c2ccccc2)ccc1C(=O)O. As a reaction SMILES: [CH2:1]([CH3:2])[O:3][c:4]1[c:5]([C:6](=[O:7])[O:8][CH2:9][CH3:10])[cH:11][cH:12][c:13](-[c:15]2[cH:16][cH:17][cH:18][cH:19][cH:20]2)[cH:14]1.[CH3:24][CH2:25][OH:26].[ClH:23].[Na+:22].[OH-:21]>>[CH2:1]([CH3:2])[O:3][c:4]1[c:5]([C:6](=[O:7])[OH:8])[cH:11][cH:12][c:13](-[c:15]2[cH:16][cH:17][cH:18][cH:19][cH:20]2)[cH:14]1. Reactants: FC(C(=O)O)(F)F (Trifluoroacetic acid), C(#N)C=1C=C(C=CC1OC(C)C)C1=NC(=NO1)C1=CC=C2C(=CNC2=C1)CCC(=O)OC(C)(C)C (1,1-Dimethylethyl 3-[6-(5-{3-cyano-4-[(1-methylethyl)oxy]phenyl}-1,2,4-oxadiazol-3-yl)-1H-indol-3-yl]propanoate). Solvent: ClCCl (dichloromethane). Reaction conditions: time 1.5 hour. Yields the product C(#N)C=1C=C(C=CC1OC(C)C)C1=NC(=NO1)C1=CC=C2C(=CNC2=C1)CCC(=O)O (3-[6-(5-{3-Cyano-4-[(1-methylethyl)oxy]phenyl}-1,2,4-oxadiazol-3-yl)-1H-indol-3-yl]propanoic acid). Isolated yield 74.6%. As a reaction SMILES: FC(F)(F)C(O)=O.[C:8]([C:10]1[CH:11]=[C:12]([C:20]2[O:24][N:23]=[C:22]([C:25]3[CH:33]=[C:32]4[C:28]([C:29]([CH2:34][CH2:35][C:36]([O:38]C(C)(C)C)=[O:37])=[CH:30][NH:31]4)=[CH:27][CH:26]=3)[N:21]=2)[CH:13]=[CH:14][C:15]=1[O:16][CH:17]([CH3:19])[CH3:18])#[N:9]>ClCCl>[C:8]([C:10]1[CH:11]=[C:12]([C:20]2[O:24][N:23]=[C:22]([C:25]3[CH:33]=[C:32]4[C:28]([C:29]([CH2:34][CH2:35][C:36]([OH:38])=[O:37])=[CH:30][NH:31]4)=[CH:27][CH:26]=3)[N:21]=2)[CH:13]=[CH:14][C:15]=1[O:16][CH:17]([CH3:19])[CH3:18])#[N:9]. Procedure: Trifluoroacetic acid (0.856 mL) was added to a solution of 1,1-dimethylethyl 3-[6-(5-{3-cyano-4-[(1-methylethyl)oxy]phenyl}-1,2,4-oxadiazol-3-yl)-1H-indol-3-yl]propanoate (D19) (105 mg) in dichloromethane (1.5 mL) at RT. The resulting solution was stirred for 1.5 hours. The reaction mixture was concentrated. The residue was recrystallized from dichloromethane/ether to afford 3-[6-(5-{3-Cyano-4-[(1-methylethyl)oxy]phenyl}-1,2,4-oxadiazol-3-yl)-1H-indol-3-yl]propanoic acid (E7) (69 mg) as a white ... Starting materials: BrC1=C(C=CCC2=CC3=C(CCO3)C=C2O)C=CC=C1 (6-(o-Bromocinnamyl)-2,3-dihydro-5-hydroxy-benzofuran), cuprous cyanide, CN1C(CCC1)=O (N-methyl-2-pyrollidinone). Yields the product C(#N)C1=C(C=CCC2=CC3=C(CCO3)C=C2O)C=CC=C1 (6-(o-cyanocinnamyl)-2,3-dihydro-5-hydroxy-benzofuran). Reaction SMILES: Br[C:2]1[CH:20]=[CH:19][CH:18]=[CH:17][C:3]=1[CH:4]=[CH:5][CH2:6][C:7]1[C:15]([OH:16])=[CH:14][C:10]2[CH2:11][CH2:12][O:13][C:9]=2[CH:8]=1.[CH3:21][N:22]1CCCC1=O>>[C:21]([C:2]1[CH:20]=[CH:19][CH:18]=[CH:17][C:3]=1[CH:4]=[CH:5][CH2:6][C:7]1[C:15]([OH:16])=[CH:14][C:10]2[CH2:11][CH2:12][O:13][C:9]=2[CH:8]=1)#[N:22]. Reported procedure: 6-(o-Bromocinnamyl)-2,3-dihydro-5-hydroxy-benzofuran (1.49 g; 4.5 mM) and cuprous cyanide (1.37 g; 15.3 mM) were suspended in 18 ml of anhydrous N-methyl-2-pyrollidinone. Nitrogen was bubbled through this suspension for approximately 15 minutes and the reaction mixture was then heated to 175° under nitrogen for 2 hours. After cooling to ambient temperature the reaction was poured into 60 ml of water containing 60 ml of concentrated ammonium hydroxide. This emulsion was extracted three times with... Reactants: COC(=O)C(N)CCN1CCCCC1, CCN=C=NCCCN(C)C, CCN(C(C)C)C(C)C, ClCCl, Cl, Cl, CC(C)Cn1ncc2cc(Oc3ccc(F)cc3F)c(C(=O)O)cc21, On1nnc2ccccc21. Product: COC(=O)C(CCN1CCCCC1)NC(=O)c1cc2c(cnn2CC(C)C)cc1Oc1ccc(F)cc1F. Reaction SMILES: [CH3:28][O:29][C:30]([CH:31]([CH2:32][CH2:33][N:34]1[CH2:35][CH2:36][CH2:37][CH2:38][CH2:39]1)[NH2:40])=[O:41].[CH3:42][CH2:43][N:44]=[C:45]=[N:46][CH2:47][CH2:48][CH2:49][N:50]([CH3:51])[CH3:52].[CH:63]([N:64]([CH2:65][CH3:66])[CH:67]([CH3:68])[CH3:69])([CH3:70])[CH3:71].[Cl:72][CH2:73][Cl:74].[ClH:26].[ClH:27].[F:1][c:2]1[c:3]([O:4][c:5]2[cH:6][c:7]3[cH:8][n:9][n:10]([CH2:17][CH:18]([CH3:19])[CH3:20])[c:11]3[cH:12][c:13]2[C:14](=[O:15])[OH:16])[cH:21][cH:22][c:23]([F:25])[cH:24]1.[OH:53][n:54]1[c:55]2[c:56]([cH:57][cH:58][cH:59][cH:60]2)[n:61][n:62]1>>[F:1][c:2]1[c:3]([O:4][c:5]2[cH:6][c:7]3[cH:8][n:9][n:10]([CH2:17][CH:18]([CH3:19])[CH3:20])[c:11]3[cH:12][c:13]2[C:14](=[O:15])[NH:40][CH:31]([C:30]([O:29][CH3:28])=[O:41])[CH2:32][CH2:33][N:34]2[CH2:35][CH2:36][CH2:37][CH2:38][CH2:39]2)[cH:21][cH:22][c:23]([F:25])[cH:24]1. The reactants are COc1ccc(C(=O)O)cc1, CCO, C#CCOc1ccc2ccc(N)nc2n1, O. The product is C#CCOc1ccc2ccc(NC(=O)c3ccc(OC)cc3)nc2n1. As a reaction SMILES: [CH3:1][O:2][c:3]1[cH:4][cH:5][c:6]([C:9]([OH:10])=[O:11])[cH:7][cH:8]1.[CH3:27][CH2:28][OH:29].[NH2:12][c:13]1[n:14][c:15]2[n:16][c:17]([O:23][CH2:24][C:25]#[CH:26])[cH:18][cH:19][c:20]2[cH:21][cH:22]1.[OH2:30]>>[CH3:1][O:2][c:3]1[cH:4][cH:5][c:6]([C:9](=[O:11])[NH:12][c:13]2[n:14][c:15]3[n:16][c:17]([O:23][CH2:24][C:25]#[CH:26])[cH:18][cH:19][c:20]3[cH:21][cH:22]2)[cH:7][cH:8]1. The reactants are COC(=O)C1=CC2=CC=C(C(=C2C=C1)C=O)OC (6-methoxy-5-formyl-2-naphthoic acid methyl ester), Cl.NCC1=CC=C(C=C1)S(=O)(=O)N (p-aminomethyl-benzenesulfonamide hydrochloride). The product is NS(=O)(=O)C1=CC=C(CNCC2=C3C=CC(=CC3=CC=C2OC)C(=O)O)C=C1 (5-({[4-(Aminosulfonyl)benzyl]amino}methyl)-6-methoxy-2-naphthoic acid). RXN SMILES: C[O:2][C:3]([C:5]1[CH:14]=[CH:13][C:12]2[C:7](=[CH:8][CH:9]=[C:10]([O:17][CH3:18])[C:11]=2[CH:15]=O)[CH:6]=1)=[O:4].Cl.[NH2:20][CH2:21][C:22]1[CH:27]=[CH:26][C:25]([S:28]([NH2:31])(=[O:30])=[O:29])=[CH:24][CH:23]=1>>[NH2:31][S:28]([C:25]1[CH:24]=[CH:23][C:22]([CH2:21][NH:20][CH2:15][C:11]2[C:10]([O:17][CH3:18])=[CH:9][CH:8]=[C:7]3[C:12]=2[CH:13]=[CH:14][C:5]([C:3]([OH:2])=[O:4])=[CH:6]3)=[CH:27][CH:26]=1)(=[O:29])=[O:30] |f:1.2|. Procedure: The title compound was prepared as a white solid (0.245 g, 34% for two steps) from 6-methoxy-5-formyl-2-naphthoic acid methyl ester using p-aminomethyl-benzenesulfonamide hydrochloride and a procedure similar to steps 3-4 of Example 1, mp 283-285° C. (decomp.); 1H NMR (DMSO-d6) δ3.94 (s, 3H), 4.37 (s, 2H), 4.53 (s, 2H), 7.46 (s, 2H), 7.60 (d, J=9.2 Hz, 1H), 7.77 (d, J=8.2 Hz, 2H), 7.90 (d, J=8.2 Hz, 2H), 8.01 (dd, J=1.4, 9.0 Hz, 1H), 8.16 (d, J=9.0 Hz, 1H), 8.28 (d, J=9.2 Hz, 1H), 8.61 (s, 1H), ... The reactants are BrC=1C=C2C=CNC2=CC1 (5-bromoindole), C(C)[Mg]Br (ethylmagnesium bromide), CC1(C(C1(C)C)C(=O)Cl)C (2,2,3,3-tetramethylcyclopropanecarbonyl chloride). The reagents and catalysts are [Cl-].[Zn+2].[Cl-] (zinc chloride). Solvent: ClCCl (dichloromethane). Product: BrC=1C=C2C(=CNC2=CC1)C(=O)C1C(C1(C)C)(C)C ((5-Bromo-1H-indol-3-yl)-(2,2,3,3-tetramethyl-cyclopropyl)-methanone). Isolated yield 37.7%. Reaction SMILES: [Br:1][C:2]1[CH:3]=[C:4]2[C:8](=[CH:9][CH:10]=1)[NH:7][CH:6]=[CH:5]2.C([Mg]Br)C.[CH3:15][C:16]1([CH3:24])[C:18]([CH3:20])([CH3:19])[CH:17]1[C:21](Cl)=[O:22]>ClCCl.[Cl-].[Zn+2].[Cl-]>[Br:1][C:2]1[CH:3]=[C:4]2[C:8](=[CH:9][CH:10]=1)[NH:7][CH:6]=[C:5]2[C:21]([CH:17]1[C:18]([CH3:20])([CH3:19])[C:16]1([CH3:24])[CH3:15])=[O:22] |f:4.5.6|. Reported procedure: A mixture of 5-bromoindole (5.0 g. 26 mmol), ethylmagnesium bromide (1.0 M solution in THF, 31 mL, 31 mmol), zinc chloride (1.0 M solution in Et2O, 31 mL, 31 mmol) and the product of Example 1A (38 mmol) in 100 mL of dichloromethane was processed as described in Example 1B to provide the title compound (3.1 g, 9.8 mmol, 38% yield). MS (DCI/NH3) m/z 321, 322 (M+H)+. The reactants are C1(=CC=C(C=C1)S(=O)(=O)O)C (p-toluenesulfonic acid), COC1OC(C=C1)OC (2,5-dimethoxy-2,5-dihydrofuran), CO (methanol), C(OC)(OC)OC (trimethyl orthoformate). Reaction conditions: temperature 65 celsius. Yields the product E,Z-butenedial bis(dimethyl acetal), COC(C(CC(OC)OC)OC)OC (1,1,2,4,4-pentamethoxybutane). As a reaction SMILES: C1(C)C=CC(S(O)(=O)=O)=CC=1.CO[CH:14]1[CH:18]=[CH:17][CH:16]([O:19][CH3:20])[O:15]1.[CH3:21][OH:22].[CH:23]([O:28][CH3:29])([O:26][CH3:27])OC>>[CH3:29][O:28][CH:23]([O:26][CH3:27])[CH:18]([O:22][CH3:21])[CH2:17][CH:16]([O:15][CH3:14])[O:19][CH3:20]. Procedure: 0.2 g of p-toluenesulfonic acid was added to a solution of 265.3 g (2 mol) of 2,5-dimethoxy-2,5-dihydrofuran (IIa), 384 g (12 mol) of methanol (IIIa) and 214.4 g (2 mol) of trimethyl orthoformate (IVa) in a 2 1 glass reactor, and the mixture was then heated to 65° C. over the course of 20 minutes (min) and finally refluxed for 2 hours (h). The reaction was followed by gas chromatography (percentage areas). The following table shows the course of the reaction to form E,Z-butenedial bis(dimethyl a... Starting materials: COCCCCN, CC#N, CCN(C(C)C)C(C)C, Cl, O=[N+]([O-])c1c(F)cccc1F. Product: COCCCCNc1cccc(F)c1[N+](=O)[O-]. RXN SMILES: [CH3:22][O:23][CH2:24][CH2:25][CH2:26][CH2:27][NH2:28].[CH3:29][C:30]#[N:31].[CH:12]([N:13]([CH:14]([CH3:15])[CH3:16])[CH2:17][CH3:18])([CH3:19])[CH3:20].[ClH:21].[F:1][c:2]1[c:3]([N+:9](=[O:10])[O-:11])[c:4]([F:8])[cH:5][cH:6][cH:7]1>>[c:2]1([NH:28][CH2:27][CH2:26][CH2:25][CH2:24][O:23][CH3:22])[c:3]([N+:9](=[O:10])[O-:11])[c:4]([F:8])[cH:5][cH:6][cH:7]1. Starting materials: CC=1NC(=C(C(C1C(=O)O)C1=CC(=CC=C1)[N+](=O)[O-])C(=O)OCC)C (1,4-dihydro-2,6-dimethyl-5-ethoxycarbonyl-4-(3-nitrophenyl)pyridine-3-caboxylic acid), N1C(=NC=C1)CC1=CC=C(C=C1)/C=C/CO ((E)-3-{4-(1-imidazolylmethyl)phenyl}-2-propen-1-ol), C1(CCCCC1)N=C=NC1CCCCC1 (dicyclohexylcarbodiimide), 4-N,N-dimethylaminopyridine. Solvent: C1(=CC=CC=C1)C (toluene). Product: CC=1NC(=C(C(C1C(=O)OCC)C1=CC(=CC=C1)[N+](=O)[O-])C(=O)OC\C=C\C1=CC=C(C=C1)CC=1NC=CN1)C (Ethyl (E)-3-[4-(1-imidazolylmethyl)phenyl]-2-propen-1-yl 1,4-dihydro-2,6-dimethyl-4-(3-nitrophenyl)pyridine-3,5-dicarboxylate). Reaction SMILES: [CH3:1][C:2]1[NH:3][C:4]([CH3:25])=[C:5]([C:20]([O:22][CH2:23][CH3:24])=[O:21])[CH:6]([C:11]2[CH:16]=[CH:15][CH:14]=[C:13]([N+:17]([O-:19])=[O:18])[CH:12]=2)[C:7]=1[C:8](O)=[O:9].[NH:26]1[CH:30]=[CH:29][N:28]=[C:27]1[CH2:31][C:32]1[CH:37]=[CH:36][C:35](/[CH:38]=[CH:39]/[CH2:40][OH:41])=[CH:34][CH:33]=1.C1(N=C=NC2CCCCC2)CCCCC1>C1(C)C=CC=CC=1>[CH3:25][C:4]1[NH:3][C:2]([CH3:1])=[C:7]([C:8]([O:41][CH2:40]/[CH:39]=[CH:38]/[C:35]2[CH:36]=[CH:37][C:32]([CH2:31][C:27]3[NH:26][CH:30]=[CH:29][N:28]=3)=[CH:33][CH:34]=2)=[O:9])[CH:6]([C:11]2[CH:16]=[CH:15][CH:14]=[C:13]([N+:17]([O-:19])=[O:18])[CH:12]=2)[C:5]=1[C:20]([O:22][CH2:23][CH3:24])=[O:21]. Reported procedure: 346 mg (1 mM) of 1,4-dihydro-2,6-dimethyl-5-ethoxycarbonyl-4-(3-nitrophenyl)pyridine-3-caboxylic acid together with 215 mg (1 mM) of (E)-3-{4-(1-imidazolylmethyl)phenyl}-2-propen-1-ol, 248 mg (1.2 mM) of dicyclohexylcarbodiimide and 134 mg (1.1 mM) of 4-N,N-dimethylaminopyridine were dissolved in 5 ml of toluene, while heating, and refluxed for six hours. The solution was cooled to room temperature, and the crystals produced were filtered off. The filtrate was washed with water and dried over an...